This data is from the Open Reaction Database (ORD), a public repository of structured organic reaction records. The task is: describe an organic reaction: reactants, conditions, products, and yield Starting materials: Br.Br.C(C)OC(=O)[C@H](CCCCC1CCNCC1)N[C@@H](C)C(=O)N1CC2=CC=CC=C2C[C@H]1C(=O)O ((S)-2-[N-[(S)-1-ethoxycarbonyl-5-(4-piperidyl)pentyl]-L-alanyl]-1,2,3,4-tetrahydroisoquinoline-3-carboxylic acid.dihydrobromide), C(C)(=O)O (acetic acid). The solvent is [OH-].[Na+] (sodium hydroxide). Conditions: time 1 hour. Product: C(=O)(O)[C@H](CCCCC1CCNCC1)N[C@@H](C)C(=O)N1CC2=CC=CC=C2C[C@H]1C(=O)O ((S)-2-[N-[(S)-1-carboxy-5-(4-piperidyl)pentyl]-L-alanyl]-1,2,3,4-tetrahydroisoquinoline-3-carboxylic acid). Yield: 76.1%. Reaction SMILES: Br.Br.C([O:5][C:6]([C@@H:8]([NH:19][C@H:20]([C:22]([N:24]1[C@H:33]([C:34]([OH:36])=[O:35])[CH2:32][C:31]2[C:26](=[CH:27][CH:28]=[CH:29][CH:30]=2)[CH2:25]1)=[O:23])[CH3:21])[CH2:9][CH2:10][CH2:11][CH2:12][CH:13]1[CH2:18][CH2:17][NH:16][CH2:15][CH2:14]1)=[O:7])C.C(O)(=O)C>[OH-].[Na+]>[C:6]([C@@H:8]([NH:19][C@H:20]([C:22]([N:24]1[C@H:33]([C:34]([OH:36])=[O:35])[CH2:32][C:31]2[C:26](=[CH:27][CH:28]=[CH:29][CH:30]=2)[CH2:25]1)=[O:23])[CH3:21])[CH2:9][CH2:10][CH2:11][CH2:12][CH:13]1[CH2:14][CH2:15][NH:16][CH2:17][CH2:18]1)([OH:7])=[O:5] |f:0.1.2,4.5|. Procedure details: In 8 ml of 1N aqueous sodium hydroxide is dissolved 0.3 g of (S)-2-[N-[(S)-1-ethoxycarbonyl-5-(4-piperidyl)pentyl]-L-alanyl]-1,2,3,4-tetrahydroisoquinoline-3-carboxylic acid.dihydrobromide, and the solution is allowed to stand at room temperature for 1 hour. The reaction solution is made acidic with 1 ml of acetic acid, and then purified by Amberlite XAD-2 column chromatography (0.1M aqueous ammonia-5% acetonitrile). The effluent is concentrated under reduced pressure, and lyophilized to give 0.... Reactants: suspension, C(C)(=O)N1CCC(CC1)CCC(=O)C1=C2C=3C(CNC3C=C1)CCC2 (3-(1-acetylpiperidin-4-yl)-1-(1,2,2a,3,4,5-hexahydrobenz[cd]indol-6-yl)-1-propanone), C(C)I (ethyl iodide), C([O-])([O-])=O.[K+].[K+] (potassium carbonate). The solvent is C(C)O (ethanol). The product is C(C)(=O)N1CCC(CC1)CCC(=O)C1=C2C=3C(CN(C3C=C1)CC)CCC2 (3-(1-acetylpiperidin-4-yl)-1-(1-ethyl-1,2,2a,3,4,5-hexahydrobenz[cd]indol-6-yl)-1-propanone). Yield: 75.8%. As a reaction SMILES: [C:1]([N:4]1[CH2:9][CH2:8][CH:7]([CH2:10][CH2:11][C:12]([C:14]2[CH:22]=[CH:21][C:20]3[NH:19][CH2:18][CH:17]4[CH2:23][CH2:24][CH2:25][C:15]=2[C:16]=34)=[O:13])[CH2:6][CH2:5]1)(=[O:3])[CH3:2].[CH2:26](I)[CH3:27].C(=O)([O-])[O-].[K+].[K+]>C(O)C>[C:1]([N:4]1[CH2:5][CH2:6][CH:7]([CH2:10][CH2:11][C:12]([C:14]2[CH:22]=[CH:21][C:20]3[N:19]([CH2:26][CH3:27])[CH2:18][CH:17]4[CH2:23][CH2:24][CH2:25][C:15]=2[C:16]=34)=[O:13])[CH2:8][CH2:9]1)(=[O:3])[CH3:2] |f:2.3.4|. Procedure: A 10 ml suspension of 1.0 g of 3-(1-acetylpiperidin-4-yl)-1-(1,2,2a,3,4,5-hexahydrobenz[cd]indol-6-yl)-1-propanone, 2.3 g of ethyl iodide and 0.53 g of potassium carbonate in ethanol was stirred at 60° to 70° C. for 12 hours. After the solvent was distilled off under reduced pressure, water was added to the residue, after which the reaction product was extracted with dichloromethane. After the extract was dried over anhydrous sodium sulfate, the solvent was distilled off under reduced pressure. ... Starting materials: CC(CC1(OC1)C(F)(F)F)(C)C1=CC=CC=C1 (2-(2-methyl-2-phenylpropyl)-2-(trifluoromethyl)oxirane), NC1=C2C=CC=NC2=CC=C1 (5-aminoquinoline). The solvent is CCCCCC.C(C)(=O)OCC (hexane ethyl acetate). The product is N1=CC=CC2=C(C=CC=C12)NCC(CC(C)(C1=CC=CC=C1)C)(O)C(F)(F)F (1-(Quinolin-5-ylamino)-4-methyl-4-phenyl-2-(trifluoromethyl)pentan-2-ol). Isolated yield 17.9%. As a reaction SMILES: [CH3:1][C:2]([C:12]1[CH:17]=[CH:16][CH:15]=[CH:14][CH:13]=1)([CH3:11])[CH2:3][C:4]1([C:7]([F:10])([F:9])[F:8])[CH2:6][O:5]1.[NH2:18][C:19]1[CH:28]=[CH:27][CH:26]=[C:25]2[C:20]=1[CH:21]=[CH:22][CH:23]=[N:24]2>CCCCCC.C(OCC)(=O)C>[N:24]1[C:25]2[C:20](=[C:19]([NH:18][CH2:6][C:4]([C:7]([F:10])([F:9])[F:8])([OH:5])[CH2:3][C:2]([CH3:11])([C:12]3[CH:17]=[CH:16][CH:15]=[CH:14][CH:13]=3)[CH3:1])[CH:28]=[CH:27][CH:26]=2)[CH:21]=[CH:22][CH:23]=1 |f:2.3|. Procedure details: Analogously to Example 1, 300 mg (1.22 mmol) of 2-(2-methyl-2-phenylpropyl)-2-(trifluoromethyl)oxirane and 882 mg (6.12 mmol) of 5-aminoquinoline are reacted. After chromatography on silica gel with hexane-ethyl acetate (0-75%), 85 mg of product is obtained. Starting materials: O(C1=CC=CC=C1)CC(=O)NC1[C@@H]2N(C(C(CS2)=C)C(=O)OCC2=CC=C(C=C2)OC)C1=O (p-methoxybenzyl 7-phenoxyacetamido-3-methylenecepham-4-carboxylate), C1(=CC=C(C=C1)S(=O)(=O)O)C (p-toluene sulfonic acid), C(Cl)Cl (methylene chloride), P(Cl)(Cl)(Cl)(Cl)Cl (phosphorus pentachloride). Solvent: C(C)(=O)OCC (ethyl acetate), N1=CC=CC=C1 (pyridine), CO (methanol). Run at time 2 hour. The product is C1(=CC=C(C=C1)S(=O)(=O)O)C.NC1[C@@H]2N(C(C(CS2)=C)C(=O)OCC2=CC=C(C=C2)OC)C1=O (p-Methoxybenzyl 7-amino-3-methylenecepham-4-carboxylate p-toluenesulfonate). Reaction SMILES: O(CC([NH:11][CH:12]1[C:32](=[O:33])[N:14]2[CH:15]([C:20]([O:22][CH2:23][C:24]3[CH:29]=[CH:28][C:27]([O:30][CH3:31])=[CH:26][CH:25]=3)=[O:21])[C:16](=[CH2:19])[CH2:17][S:18][C@H:13]12)=O)C1C=CC=CC=1.C(Cl)Cl.P(Cl)(Cl)(Cl)(Cl)Cl.[C:43]1([CH3:53])[CH:48]=[CH:47][C:46]([S:49]([OH:52])(=[O:51])=[O:50])=[CH:45][CH:44]=1>C(OCC)(=O)C.CO.N1C=CC=CC=1>[C:43]1([CH3:53])[CH:44]=[CH:45][C:46]([S:49]([OH:52])(=[O:50])=[O:51])=[CH:47][CH:48]=1.[NH2:11][CH:12]1[C:32](=[O:33])[N:14]2[CH:15]([C:20]([O:22][CH2:23][C:24]3[CH:29]=[CH:28][C:27]([O:30][CH3:31])=[CH:26][CH:25]=3)=[O:21])[C:16](=[CH2:19])[CH2:17][S:18][C@H:13]12 |f:7.8|. Procedure: To a solution of 937 mg. of p-methoxybenzyl 7-phenoxyacetamido-3-methylenecepham-4-carboxylate in 10 ml. of methylene chloride was added 0.18 ml. of dry pyridine and 460 mg. of phosphorus pentachloride. The mixture was stirred at room temperature for 2 hours and was then cooled to 5°C. To the cold mixture was added 50 ml. of cold methanol and the mixture was allowed to warm to room temperature. The reaction mixture was evaporated in vacuo and the residue was dissolved in a mixture of ethyl aceta... The reactants are O=C(O)CCBr, Cl, Oc1cccc(F)c1, [Na+], [OH-], O. Product: O=C(O)CCOc1cccc(F)c1. Reaction SMILES: [Br:11][CH2:12][CH2:13][C:14](=[O:15])[OH:16].[ClH:17].[F:3][c:4]1[cH:5][c:6]([OH:10])[cH:7][cH:8][cH:9]1.[Na+:2].[OH-:1].[OH2:18]>>[F:3][c:4]1[cH:5][c:6]([O:10][CH2:12][CH2:13][C:14](=[O:15])[OH:16])[cH:7][cH:8][cH:9]1.